Dataset: the Open Reaction Database (ORD), a public repository of structured organic reaction records. Task: describe an organic reaction: reactants, conditions, products, and yield Starting materials: C(C1=CC=CC=C1)(=O)NC(=S)NC1=C(C=CC(=C1)N(C)CCOC)OC (1-benzoyl-3-{2-methoxy-5-[(2-methoxy-ethyl)-methyl-amino]-phenyl}-thiourea), C[O-].[Na+] (sodium methylate). The solvent is CO (methanol). Run at time 1 hour. Product: COC1=C(C=C(C=C1)N(C)CCOC)NC(=S)N ({2-methoxy-5-[(2-methoxy-ethyl)-methyl-amino]-phenyl}-thiourea). Yield: 97.0%. Reaction SMILES: C([NH:9][C:10]([NH:12][C:13]1[CH:18]=[C:17]([N:19]([CH2:21][CH2:22][O:23][CH3:24])[CH3:20])[CH:16]=[CH:15][C:14]=1[O:25][CH3:26])=[S:11])(=O)C1C=CC=CC=1.C[O-].[Na+]>CO>[CH3:26][O:25][C:14]1[CH:15]=[CH:16][C:17]([N:19]([CH2:21][CH2:22][O:23][CH3:24])[CH3:20])=[CH:18][C:13]=1[NH:12][C:10]([NH2:9])=[S:11] |f:1.2|. Procedure: To a stirred suspension of 2.00 g (5.36 mmol) 1-benzoyl-3-{2-methoxy-5-[(2-methoxy-ethyl)-methyl-amino]-phenyl}-thiourea in 13 ml methanol was added dropwise 0.15 ml (0.80 mmol) 5.4 M sodium methylate solution and stirring continued for 1 h at room temperature. The mixture was then poured onto water and extracted three times with ethyl acetate. The combined organic phases were dried over sodium sulfate and concentrated in vacuo. Flash chromatography (ethyl acetate) afforded 1.40 g (97%) {2-metho... Reactants: CCO, FC(F)(F)c1ccc(CBr)cc1, N#C[K], O. Yields the product N#CCc1ccc(C(F)(F)F)cc1. Reaction SMILES: [CH3:17][CH2:18][OH:19].[F:1][C:2]([c:3]1[cH:4][cH:5][c:6]([CH2:9][Br:10])[cH:7][cH:8]1)([F:11])[F:12].[K:13][C:14]#[N:15].[OH2:16]>>[F:1][C:2]([c:3]1[cH:4][cH:5][c:6]([CH2:9][C:14]#[N:15])[cH:7][cH:8]1)([F:11])[F:12]. The reactants are NC=1C(=NC(=C(C1C(=O)OCC)C(=O)OCC)N1C=NC=C1)C1=CC=CC=C1 (3-amino-4,5-diethoxycarbonyl-6-(imidazol-1-yl)-2-phenylpyridine), O.NN (hydrazine monohydrate). Run in C(C)O (ethanol). Product: NC1=C(N=C(C=2C(NNC(C21)=O)=O)N2C=NC=C2)C2=CC=CC=C2 (8-Amino-5-(imidazol-1-yl)-7-phenylpyrido[3,4-d]pyridazine-l,4(2H,3H)dione). RXN SMILES: [NH2:1][C:2]1[C:3]([C:23]2[CH:28]=[CH:27][CH:26]=[CH:25][CH:24]=2)=[N:4][C:5]([N:18]2[CH:22]=[CH:21][N:20]=[CH:19]2)=[C:6]([C:13](OCC)=[O:14])[C:7]=1[C:8](OCC)=[O:9].O.[NH2:30][NH2:31]>C(O)C>[NH2:1][C:2]1[C:7]2[C:8](=[O:9])[NH:31][NH:30][C:13](=[O:14])[C:6]=2[C:5]([N:18]2[CH:22]=[CH:21][N:20]=[CH:19]2)=[N:4][C:3]=1[C:23]1[CH:28]=[CH:27][CH:26]=[CH:25][CH:24]=1 |f:1.2|. Reported procedure: In 10ml of ethanol was dissolved 0.342 g of 3-amino-4,5-diethoxycarbonyl-6-(imidazol-1-yl)-2-phenylpyridine, and 0.5 ml of hydrazine monohydrate was added to the solution. The mixture was heated under reflux for 7 hours. After the reaction mixture was concentrated, the residue was acidified with acetic acid. The resulting precipitate was collected with. filtration and washed with water, followed by reprecipitation from DMF/H2O, to give 0.2 g of the title compound as yellow powder. The reactants are O=C([O-])[O-], O=C(OCc1ccccc1)C1=CCC2C(Cc3ccccc3)C(=O)N12, CCS, CN(C)C=O, [K+], [K+]. Yields the product CCSC1CC2C(Cc3ccccc3)C(=O)N2C1C(=O)OCc1ccccc1. As a reaction SMILES: [C:29](=[O:30])([O-:31])[O-:32].[CH2:1]([c:2]1[cH:3][cH:4][cH:5][cH:6][cH:7]1)[CH:8]1[CH:9]2[CH2:10][CH:11]=[C:12]([C:16](=[O:17])[O:18][CH2:19][c:20]3[cH:21][cH:22][cH:23][cH:24][cH:25]3)[N:13]2[C:14]1=[O:15].[CH2:26]([CH3:27])[SH:28].[CH3:35][N:36]([CH3:37])[CH:38]=[O:39].[K+:33].[K+:34]>>[CH2:1]([c:2]1[cH:3][cH:4][cH:5][cH:6][cH:7]1)[CH:8]1[CH:9]2[CH2:10][CH:11]([S:28][CH2:26][CH3:27])[CH:12]([C:16](=[O:17])[O:18][CH2:19][c:20]3[cH:21][cH:22][cH:23][cH:24][cH:25]3)[N:13]2[C:14]1=[O:15]. Reaction SMILES: [C:2]([O:3][C:4](=[O:5])[N:9]1[CH2:10][CH:11]([NH:16][C:17](=[O:18])[c:19]2[c:20]([NH:32][C:33](=[O:34])[NH:35][c:36]3[n:37][cH:38][cH:39][n:40][cH:41]3)[s:21][c:22](-[c:24]3[cH:25][cH:26][c:27]([O:30][CH3:31])[cH:28][cH:29]3)[cH:23]2)[CH2:12][CH2:13][CH2:14][CH2:15]1)([CH3:6])([CH3:7])[CH3:8].[CH3:42][OH:43].[ClH:1].[O:44]1[CH2:45][CH2:46][O:47][CH2:48][CH2:49]1>>[NH:9]1[CH2:10][CH:11]([NH:16][C:17](=[O:18])[c:19]2[c:20]([NH:32][C:33](=[O:34])[NH:35][c:36]3[n:37][cH:38][cH:39][n:40][cH:41]3)[s:21][c:22](-[c:24]3[cH:25][cH:26][c:27]([O:30][CH3:31])[cH:28][cH:29]3)[cH:23]2)[CH2:12][CH2:13][CH2:14][CH2:15]1. Product: COc1ccc(-c2cc(C(=O)NC3CCCCNC3)c(NC(=O)Nc3cnccn3)s2)cc1. Starting materials: COc1ccc(-c2cc(C(=O)NC3CCCCN(C(=O)OC(C)(C)C)C3)c(NC(=O)Nc3cnccn3)s2)cc1, CO, Cl, C1COCCO1. The reactants are C(C1CCCC=C1)(=O)C1=CC=CC=C1 (2,4-dihydrobezophenone), C([O-])([O-])=O.[K+].[K+] (potassium carbonate), CN(C)C=O (DMF), C(C=C)Br (allyl bromide). Solvent: C(C)(=O)OCC (ethyl acetate). Reaction conditions: temperature 40 celsius, time 0.5 hour. Product: C(C=C)OC1=CC(=C(C(=O)C2=CC=CC=C2)C=C1)O (4-allyloxy-2-hydroxybenzophenone). As a reaction SMILES: [C:1]([C:9]1[CH:14]=[CH:13][CH:12]=[CH:11][CH:10]=1)(=[O:8])[CH:2]1[CH:7]=[CH:6][CH2:5][CH2:4][CH2:3]1.[C:15](=[O:18])([O-])[O-].[K+].[K+].C(Br)[CH:22]=[CH2:23].CN(C=[O:29])C>C(OCC)(=O)C>[CH2:15]([O:18][C:12]1[CH:13]=[CH:14][C:9]([C:1]([C:2]2[CH:3]=[CH:4][CH:5]=[CH:6][CH:7]=2)=[O:8])=[C:10]([OH:29])[CH:11]=1)[CH:22]=[CH2:23] |f:1.2.3|. Reported procedure: A solution of 2,4-dihydrobezophenone (2.14 grams) in DMF (20 mL) was treated with potassium carbonate (1.45 grams). This mixture was heated to 40° C. and stirred for 0.5 hours. To this mixture was added allyl bromide (3.6 grams), then the reaction was stirred overnight. The mixture was diluted with ethyl acetate and washed with 1 M HCl solution and brine. The organic phase was dried over sodium sulfate and filtered. The solvent was removed in vacuo and the resulting oil was filtered through a pl... Starting materials: [OH-].[Na+] (sodium hydroxide), C(N)(=N)C=1C=CC(=NC1)C1=CC=C(C=C1)OC[C@@H]1C[C@H](C(N1)=O)CC(=O)OC ((3S,5S)-5-[[4-(5-amidino-2-pyridyl)phenyl]oxymethyl]-3-[(methoxycarbonyl)methyl]-2-pyrrolidinone), Cl (HCl), ClC(=O)OC (methyl chloroformate). Solvent: C(Cl)Cl (methylene chloride), O (H2O), C(Cl)Cl (methylene chloride). Product: COC(=O)NC(=N)C=1C=CC(=NC1)C1=CC=C(C=C1)OC[C@@H]1C[C@H](C(N1)=O)CC(=O)OC ((3S,5S)-5-[[4-[5-(N-Methoxycarbonylamidino)-2-pyridyl]phenyl]oxymethyl]-3-[(methoxycarbonyl)methyl]-2-pyrrolidinone). RXN SMILES: [OH-].[Na+].[C:3]([C:6]1[CH:7]=[CH:8][C:9]([C:12]2[CH:17]=[CH:16][C:15]([O:18][CH2:19][C@H:20]3[NH:24][C:23](=[O:25])[C@H:22]([CH2:26][C:27]([O:29][CH3:30])=[O:28])[CH2:21]3)=[CH:14][CH:13]=2)=[N:10][CH:11]=1)(=[NH:5])[NH2:4].Cl.Cl[C:33]([O:35][CH3:36])=[O:34]>C(Cl)Cl.O>[CH3:36][O:35][C:33]([NH:5][C:3]([C:6]1[CH:7]=[CH:8][C:9]([C:12]2[CH:17]=[CH:16][C:15]([O:18][CH2:19][C@H:20]3[NH:24][C:23](=[O:25])[C@H:22]([CH2:26][C:27]([O:29][CH3:30])=[O:28])[CH2:21]3)=[CH:14][CH:13]=2)=[N:10][CH:11]=1)=[NH:4])=[O:34] |f:0.1|. Reported procedure: 3 ml of 0.2M sodium hydroxide solution are added dropwise to 100 mg of (3S,5S)-5-[[4-(5-amidino-2-pyridyl)phenyl]oxymethyl]-3-[(methoxycarbonyl)methyl]-2-pyrrolidinone×1.6 HCl×1.5 H2O and 19.4 μl of methyl chloroformate in 10 ml of methylene chloride with vigorous stirring at ambient temperature. Then the mixture is stirred for a further 21/2 hours at ambient temperature. It is diluted with methylene chloride, the organic phase is separated off, dried and evaporated down.